Dataset: the Open Reaction Database (ORD), a public repository of structured organic reaction records. Task: describe an organic reaction: reactants, conditions, products, and yield Reactants: ClCCl, COC(=O)C=Cc1cccc(F)c1N=P(c1ccccc1)(c1ccccc1)c1ccccc1, COc1ccc(C(F)(F)F)cc1N=C=O. The product is COC(=O)C=Cc1cccc(F)c1N=C=Nc1cc(C(F)(F)F)ccc1OC. RXN SMILES: [Cl:49][CH2:50][Cl:51].[F:1][c:2]1[c:3]([N:14]=[P:15]([c:16]2[cH:17][cH:18][cH:19][cH:20][cH:21]2)([c:22]2[cH:23][cH:24][cH:25][cH:26][cH:27]2)[c:28]2[cH:29][cH:30][cH:31][cH:32][cH:33]2)[c:4]([CH:8]=[CH:9][C:10](=[O:11])[O:12][CH3:13])[cH:5][cH:6][cH:7]1.[N:34](=[C:35]=[O:36])[c:37]1[c:38]([O:47][CH3:48])[cH:39][cH:40][c:41]([C:43]([F:44])([F:45])[F:46])[cH:42]1>>[F:1][c:2]1[c:3]([N:14]=[C:35]=[N:34][c:37]2[c:38]([O:47][CH3:48])[cH:39][cH:40][c:41]([C:43]([F:44])([F:45])[F:46])[cH:42]2)[c:4]([CH:8]=[CH:9][C:10](=[O:11])[O:12][CH3:13])[cH:5][cH:6][cH:7]1. Starting materials: C1OC=2C=C(CCN)C=CC2O1 (3,4-methylenedioxyphenethylamine), ClC=1N=C(C2=C(N1)SC(=C2C)C)Cl (2,4-dichloro-5,6-dimethyl-thieno-[2,3-d]-pyrimidine). The product is ClC=1N=C(C2=C(N1)SC(=C2C)C)NCCC2=CC1=C(C=C2)OCO1 (2-chloro-5,6-dimethyl-4-(3,4-methylenedioxyphenethylamino)-thieno-[2,3-d]-pyrimidine). RXN SMILES: [CH2:1]1[O:12][C:11]2[CH:10]=[CH:9][C:5]([CH2:6][CH2:7][NH2:8])=[CH:4][C:3]=2[O:2]1.[Cl:13][C:14]1[N:15]=[C:16](Cl)[C:17]2[C:22]([CH3:23])=[C:21]([CH3:24])[S:20][C:18]=2[N:19]=1>>[Cl:13][C:14]1[N:15]=[C:16]([NH:8][CH2:7][CH2:6][C:5]2[CH:9]=[CH:10][C:11]3[O:12][CH2:1][O:2][C:3]=3[CH:4]=2)[C:17]2[C:22]([CH3:23])=[C:21]([CH3:24])[S:20][C:18]=2[N:19]=1. Reported procedure: Following the procedure of Example 1, the reaction of 3,4-methylenedioxyphenethylamine with 2,4-dichloro-5,6-dimethyl-thieno-[2,3-d]-pyrimidine yields 2-chloro-5,6-dimethyl-4-(3,4-methylenedioxyphenethylamino)-thieno-[2,3-d]-pyrimidine. Starting materials: CCOC(=O)Nc1c(F)ccc2nc(C(C)(C)C)oc12, CCOC(=O)N(Cl)Cl, c1ccc2ocnc2c1. Yields the product CCOC(=O)Nc1c(F)cc(Cl)c2nc(C(C)(C)C)oc12. As a reaction SMILES: [C:10]([CH3:11])([CH3:12])([CH3:13])[c:14]1[o:15][c:16]2[c:17]([n:18]1)[cH:19][cH:20][c:21]([F:29])[c:22]2[NH:23][C:24]([O:25][CH2:26][CH3:27])=[O:28].[Cl:30][N:31]([Cl:32])[C:33]([O:34][CH2:35][CH3:36])=[O:37].[o:1]1[c:2]2[cH:3][cH:4][cH:5][cH:6][c:7]2[n:8][cH:9]1>>[C:10]([CH3:11])([CH3:12])([CH3:13])[c:14]1[o:15][c:16]2[c:17]([n:18]1)[c:19]([Cl:30])[cH:20][c:21]([F:29])[c:22]2[NH:23][C:24]([O:25][CH2:26][CH3:27])=[O:28]. Reactants: [OH-].[Li+] (lithium hydroxide), FC1=C(C=CC=C1)C(C(=O)OC)C=1N=NC(=CC1)Cl (methyl 2-(2-fluorophenyl)-2-(6-chloropyridazin-3-yl)acetate), C(C)(=O)O (acetic acid). Run in CO (methanol). Run at time 1.5 hour. Yields the product FC1=C(CC2=CC=C(N=N2)Cl)C=CC=C1 (6-(2-fluorobenzyl)-3-chloropyridazine). Yield: 77.5%. Reaction SMILES: [OH-].[Li+].[F:3][C:4]1[CH:9]=[CH:8][CH:7]=[CH:6][C:5]=1[CH:10]([C:15]1[N:16]=[N:17][C:18]([Cl:21])=[CH:19][CH:20]=1)C(OC)=O.C(O)(=O)C>CO>[F:3][C:4]1[CH:9]=[CH:8][CH:7]=[CH:6][C:5]=1[CH2:10][C:15]1[N:16]=[N:17][C:18]([Cl:21])=[CH:19][CH:20]=1 |f:0.1|. Procedure: An aqueous solution of lithium hydroxide (2 g /10 ml of water) was added to a solution of methyl 2-(2-fluorophenyl)-2-(6-chloropyridazin-3-yl)acetate (4.25 g, 14.84 mmol) [prepared as described above] in methanol (30 ml). After 1.5 h, acetic acid (10 ml) was added and the stirring was continued overnight. The product was extracted into ether, and the extract was washed with water, aqueous NaHCO3, and brine, and dried over MgSO4. The solvent was removed in vacuo and the crude was chromatographed ... Starting materials: CO, [H][H], N, CC(=O)Cc1ccc(O)cc1. The product is CC(N)Cc1ccc(O)cc1. RXN SMILES: [CH3:15][OH:16].[H:13][H:14].[NH3:12].[OH:1][c:2]1[cH:3][cH:4][c:5]([CH2:8][C:9]([CH3:10])=[O:11])[cH:6][cH:7]1>>[OH:1][c:2]1[cH:3][cH:4][c:5]([CH2:8][CH:9]([CH3:10])[NH2:12])[cH:6][cH:7]1. Starting materials: O (water), C(C)O (ethanol), OC=1C=C(CO)C=CC1 (3-Hydroxybenzyl alcohol), BrCCCC1=C2C(C(=O)NC2=O)=CC=C1 (bromopropylphthalimide), [Na] (sodium), C(C)O (ethanol). Product: light brown oil, OCC=1C=C(OCCCN2C(C=3C(C2=O)=CC=CC3)=O)C=CC1 (N-[3-[3-(hydroxymethyl)phenoxy]propyl]phthalimide). Isolated yield 54.0%. As a reaction SMILES: [OH:1][C:2]1[CH:3]=[C:4]([CH:7]=[CH:8][CH:9]=1)[CH2:5][OH:6].Br[CH2:11][CH2:12][CH2:13][C:14]1C=C[CH:22]=[C:16]2[C:17]([NH:19][C:20](=[O:21])[C:15]=12)=O.[Na].O.[CH2:27]([OH:29])[CH3:28]>>[OH:6][CH2:5][C:4]1[CH:3]=[C:2]([CH:9]=[CH:8][CH:7]=1)[O:1][CH2:22][CH2:16][CH2:17][N:19]1[C:27](=[O:29])[C:28]2=[CH:11][CH:12]=[CH:13][CH:14]=[C:15]2[C:20]1=[O:21] |^1:24|. Reported procedure: 28.03 g (0.226 mol) of 3-Hydroxybenzyl alcohol are reacted with 60.47 g (0.226 mol) of bromopropylphthalimide and 5.2 g of sodium (0.226 mol) in 400 ml of ethanol at the reflux temperature (5 h). After the ethanol has been drawn off, water is added and the product is extracted with ethyl acetate. Concentration of the organic phase by evaporation yields 60.8 g of a light brown oil from which 38 g (54%) of N-[3-[3-(hydroxymethyl)phenoxy]propyl]phthalimide crystallize as a colourless solid melting ... Starting materials: BrB(Br)Br, CCC(CC)C(NS(=O)(=O)c1ccc(Cl)s1)c1ccnn1-c1ccc(OC)cc1, ClCCl, O. Product: CCC(CC)C(NS(=O)(=O)c1ccc(Cl)s1)c1ccnn1-c1ccc(O)cc1. RXN SMILES: [B:30]([Br:31])([Br:32])[Br:33].[Cl:1][c:2]1[cH:3][cH:4][c:5]([S:7](=[O:8])(=[O:9])[NH:10][CH:11]([CH:12]([CH2:13][CH3:14])[CH2:15][CH3:16])[c:17]2[cH:18][cH:19][n:20][n:21]2-[c:22]2[cH:23][cH:24][c:25]([O:28][CH3:29])[cH:26][cH:27]2)[s:6]1.[Cl:35][CH2:36][Cl:37].[OH2:34]>>[Cl:1][c:2]1[cH:3][cH:4][c:5]([S:7](=[O:8])(=[O:9])[NH:10][CH:11]([CH:12]([CH2:13][CH3:14])[CH2:15][CH3:16])[c:17]2[cH:18][cH:19][n:20][n:21]2-[c:22]2[cH:23][cH:24][c:25]([OH:28])[cH:26][cH:27]2)[s:6]1. Starting materials: C(C)(=O)OCCCN1C(N(C2=C(C1=O)N(C=C2Br)CC2=CC=C(C=C2)Cl)C)=O (3-(7-bromo-5-(4-chlorobenzyl)-1-methyl-2,4-dioxo-1H-pyrrolo[3,2-d]pyrimidin-3(2H,4H,5H)-yl)propyl acetate), C[Sn](C)(C)C (tetramethylstannane). The reagents and catalysts are Cl[Pd]([P](C1=CC=CC=C1)(C2=CC=CC=C2)C3=CC=CC=C3)([P](C4=CC=CC=C4)(C5=CC=CC=C5)C6=CC=CC=C6)Cl (Pd(PPh3)2Cl2). Run in CC(OCC)=O (EA), O (water), CN(C)C=O (DMF). Product: C(C)(=O)OCCCN1C(N(C2=C(C1=O)N(C=C2C)CC2=CC=C(C=C2)Cl)C)=O (3-(5-(4-chlorobenzyl)-1,7-dimethyl-2,4-dioxo-1H-pyrrolo[3,2-d]pyrimidin-3(2H,4H,5H)-yl)propyl acetate). Isolated yield 92.6%. As a reaction SMILES: [C:1]([O:4][CH2:5][CH2:6][CH2:7][N:8]1[C:13](=[O:14])[C:12]2[N:15]([CH2:19][C:20]3[CH:25]=[CH:24][C:23]([Cl:26])=[CH:22][CH:21]=3)[CH:16]=[C:17](Br)[C:11]=2[N:10]([CH3:27])[C:9]1=[O:28])(=[O:3])[CH3:2].[CH3:29][Sn](C)(C)C>CN(C=O)C.CC(=O)OCC.O.Cl[Pd](Cl)([P](C1C=CC=CC=1)(C1C=CC=CC=1)C1C=CC=CC=1)[P](C1C=CC=CC=1)(C1C=CC=CC=1)C1C=CC=CC=1>[C:1]([O:4][CH2:5][CH2:6][CH2:7][N:8]1[C:13](=[O:14])[C:12]2[N:15]([CH2:19][C:20]3[CH:25]=[CH:24][C:23]([Cl:26])=[CH:22][CH:21]=3)[CH:16]=[C:17]([CH3:29])[C:11]=2[N:10]([CH3:27])[C:9]1=[O:28])(=[O:3])[CH3:2] |^1:48,67|. Procedure details: To a solution of 3-(7-bromo-5-(4-chlorobenzyl)-1-methyl-2,4-dioxo-1H-pyrrolo[3,2-d]pyrimidin-3(2H,4H,5H)-yl)propyl acetate (50 mg, 0.107 mmol) in DMF (2 mL) was added tetramethylstannane (38.2 mg, 0.214 mmol) and Pd(PPh3)2Cl2 (10 mg). The reaction was heated at 120° C. (MW) for 45 min, cooled to RT then diluted with EA (5 mL) and water (5 mL). The organic layer was dried over Na2SO4 and concentrated to a residue which was purified by chromatography eluted with PE/EA (5:1 to 1:1) to give 3-(5-(4-... The reactants are C(C1=CC=CC=C1)(C1=CC=CC=C1)(C1=CC=CC=C1)NC=1SC=C(N1)/C(/C(=O)NC1[C@@H]2N(C(=C(CS2)\C=C\CN2C=NC3=C2C=C(C(=C3)O)O)C(=O)OC(C3=CC=CC=C3)C3=CC=CC=C3)C1=O)=N/OC(C1=CC=CC=C1)(C1=CC=CC=C1)C1=CC=CC=C1 (Diphenylmethyl 7-[(Z)-2-(2-tritylaminothiazol-4-yl)-2-trityloxyiminoacetamido]-3-[(E)-(5,6-dihydroxybenzimidazol-1-yl)-1-propen-1-yl]-3-cephem-4-carboxylate). Solvent: FC(C(=O)O)(F)F (trifluoroacetic acid), C(C)(C)OC(C)C (isopropyl ether). The product is NC=1SC=C(N1)/C(/C(=O)NC1[C@@H]2N(C(=C(CS2)\C=C\CN2C=NC3=C2C=C(C(=C3)O)O)C(=O)O)C1=O)=N/O (7-[(Z)-2-(2-Aminothiazol-4-yl)-2-hydroxyiminoacetamido]-3-[(E)-3-(5,6-dihydroxybenzimidazol-1-yl)-1-propen-1-yl]-3-cephem-4-carboxylic acid). Yield: 13.0%. Reaction SMILES: C([NH:20][C:21]1[S:22][CH:23]=[C:24](/[C:26](=[N:69]/[O:70]C(C2C=CC=CC=2)(C2C=CC=CC=2)C2C=CC=CC=2)/[C:27]([NH:29][CH:30]2[C:67](=[O:68])[N:32]3[C:33]([C:51]([O:53]C(C4C=CC=CC=4)C4C=CC=CC=4)=[O:52])=[C:34](/[CH:37]=[CH:38]/[CH2:39][N:40]4[C:44]5[CH:45]=[C:46]([OH:50])[C:47]([OH:49])=[CH:48][C:43]=5[N:42]=[CH:41]4)[CH2:35][S:36][C@H:31]23)=[O:28])[N:25]=1)(C1C=CC=CC=1)(C1C=CC=CC=1)C1C=CC=CC=1>FC(F)(F)C(O)=O.C(OC(C)C)(C)C>[NH2:20][C:21]1[S:22][CH:23]=[C:24](/[C:26](=[N:69]/[OH:70])/[C:27]([NH:29][CH:30]2[C:67](=[O:68])[N:32]3[C:33]([C:51]([OH:53])=[O:52])=[C:34](/[CH:37]=[CH:38]/[CH2:39][N:40]4[C:44]5[CH:45]=[C:46]([OH:50])[C:47]([OH:49])=[CH:48][C:43]=5[N:42]=[CH:41]4)[CH2:35][S:36][C@H:31]23)=[O:28])[N:25]=1. Procedure details: Diphenylmethyl 7-[(Z)-2-(2-tritylaminothiazol-4-yl)-2-trityloxyiminoacetamido]-3-[(E)-(5,6-dihydroxybenzimidazol-1-yl)-1-propen-1-yl]-3-cephem-4-carboxylate (XIb) (125 mg was dissolved in trifluoroacetic acid (TFA, 1.2 ml), stirred at room temperature for an hour and diluted with isopropyl ether to precipitate 63 mg of a crude product. The product was chromatographed on a column of Prep C18 (Waters) with water and 5% acetonitrile in water as eluants. The desired fractions, checked by HPLC*, were... As a reaction SMILES: [Na].[Br:2][C:3]1[CH:8]=[CH:7][C:6]([N:9]2[C:17]3[CH2:16][CH2:15][CH2:14][CH2:13][C:12]=3[C:11](CO)=[N:10]2)=[CH:5][CH:4]=1.BrCC(OCC)=O.C([O:29][C:30](=[O:34])[CH2:31][O:32][CH3:33])C.[OH-].[Na+]>C1COCC1.C(O)C>[Br:2][C:3]1[CH:4]=[CH:5][C:6]([N:9]2[C:17]3[CH2:16][CH2:15][CH2:14][CH2:13][C:12]=3[C:11]([CH:31]([O:32][CH3:33])[C:30]([OH:29])=[O:34])=[N:10]2)=[CH:7][CH:8]=1 |f:4.5,^1:0|. The reactants are C(C)OC(COC)=O (methoxy acetic acid ethyl ester), [Na] (sodium), BrC1=CC=C(C=C1)N1N=C(C=2CCCCC12)CO (1-(4-Bromophenyl)-4,5,6,7-tetrahydro-1H-indazole-3-methanol), BrCC(=O)OCC (Ethyl bromoacetate), [OH-].[Na+] (sodium hydroxide). Conditions: temperature 60 celsius, time 8 hour. Procedure details: A suspension of sodium hyride (0.63 g) in THF (65 ml) was treated with the compound of Example 77 (4.0 g) and heated at 60° C. for 3 hours. Ethyl bromoacetate (10.9 g) was added to the cooled mixture and the reaction was allowed to proceed at ambient temperature overnight. The crude methoxy acetic acid ethyl ester was poured into ethanol (200 ml), treated with 3N sodium hydroxide and heated at reflux temperature for 1.5 hours. The solution was concentrated to 100 ml, diluted to 250 ml with water... The solvent is C(C)O (ethanol), C1CCOC1 (THF). Product: BrC1=CC=C(C=C1)N1N=C(C=2CCCCC12)C(C(=O)O)OC ([1-(4-Bromophenyl)-4,5,6,7-tetrahydro-1H-indazol-3-yl]-methoxy acetic acid).